This data is from the Open Reaction Database (ORD), a public repository of structured organic reaction records. The task is: describe an organic reaction: reactants, conditions, products, and yield The yield is 24.5%. RXN SMILES: [Cl:1][CH2:2][CH2:3][CH2:4][CH2:5][CH:6]=O.Cl.[Br:9][C:10]1[CH:15]=[CH:14][C:13]([NH:16]N)=[CH:12][CH:11]=1>C(O)(=O)C.O>[Br:9][C:10]1[CH:11]=[C:12]2[C:13](=[CH:14][CH:15]=1)[NH:16][CH:6]=[C:5]2[CH2:4][CH2:3][CH2:2][Cl:1] |f:1.2|. Run in C(C)(=O)O (acetic acid), O (water). Reported procedure: 5-Chloropentanal (ca. 70% pure, 8.0 g) was added to a suspension of 4-bromophenylhydrazine hydrochloride (13.4 g) in aqueous acetic acid (50%, 300 ml). The mixture was heated rapidly to boiling with vigorous stirring and maintained at reflux for 7 hours. The resulting dark brown solution was cooled to room temperature, diluted with water (300 ml) and extracted with ethyl acetate (4×150 ml). The combined extracts were washed with water (200 ml) and saturated aqueous sodium hydrogen carbonate (4×2... The reactants are ClCCCCC=O (5-Chloropentanal), Cl.BrC1=CC=C(C=C1)NN (4-bromophenylhydrazine hydrochloride). The product is BrC=1C=C2C(=CNC2=CC1)CCCCl (5-Bromo-3-(3-chloropropyl)-1H-indole). The reactants are C(C)O[C@H](C(=O)OCC)CC1=CC=C(C=C1)OC\C=C(/C)\C1=CC=C(C=C1)C1=C(C=CC(=C1)C(C)C)OC ((E)-(S)-ethyl 2-ethoxy-3-{4-[3-(5′-isopropyl-2′-methoxy-biphenyl-4-yl)-but-2-enyloxy]-phenyl}-propionate), [OH-].[Na+] (sodium hydroxide). Product: C(C)O[C@H](C(=O)O)CC1=CC=C(C=C1)OC\C=C(/C)\C1=CC=C(C=C1)C1=C(C=CC(=C1)C(C)C)OC ((E)-(S)-2-ethoxy-3-{4-[3-(5′-isopropyl-2′-methoxy-biphenyl-4-yl)-but-2-enyloxy]-phenyl}-propionic acid). Reaction SMILES: [CH2:1]([O:3][C@@H:4]([CH2:10][C:11]1[CH:16]=[CH:15][C:14]([O:17][CH2:18]/[CH:19]=[C:20](/[C:22]2[CH:27]=[CH:26][C:25]([C:28]3[CH:33]=[C:32]([CH:34]([CH3:36])[CH3:35])[CH:31]=[CH:30][C:29]=3[O:37][CH3:38])=[CH:24][CH:23]=2)\[CH3:21])=[CH:13][CH:12]=1)[C:5]([O:7]CC)=[O:6])[CH3:2].[OH-].[Na+]>>[CH2:1]([O:3][C@@H:4]([CH2:10][C:11]1[CH:16]=[CH:15][C:14]([O:17][CH2:18]/[CH:19]=[C:20](/[C:22]2[CH:23]=[CH:24][C:25]([C:28]3[CH:33]=[C:32]([CH:34]([CH3:35])[CH3:36])[CH:31]=[CH:30][C:29]=3[O:37][CH3:38])=[CH:26][CH:27]=2)\[CH3:21])=[CH:13][CH:12]=1)[C:5]([OH:7])=[O:6])[CH3:2] |f:1.2|. Reported procedure: The title compound was prepared from (E)-(S)-ethyl 2-ethoxy-3-{4-[3-(5′-isopropyl-2′-methoxy-biphenyl-4-yl)-but-2-enyloxy]-phenyl}-propionate (example 54) (0.50 g, 0.968 mmol) and sodium hydroxide (1M, 1.93 ml, 1.93 mmol) by a procedure analogous to that described in example 51, yielding (E)-(S)-2-ethoxy-3-{4-[3-(5′-isopropyl-2′-methoxy-biphenyl-4-yl)-but-2-enyloxy]-phenyl}-propionic acid as a colourless gum, which contained 0.44 mol equivalents of ethyl acetate; 0.48 g (94%). Starting materials: COc1cccc(CBr)c1, CN(C)C=O, N#CC(C#N)CCC(F)(F)F, [H-], [Na+]. The product is COc1cccc(CC(C#N)(C#N)CCC(F)(F)F)c1. As a reaction SMILES: [CH3:1][O:2][c:3]1[cH:4][c:5]([CH2:6][Br:7])[cH:8][cH:9][cH:10]1.[CH3:24][N:25]([CH3:26])[CH:27]=[O:28].[F:13][C:14]([CH2:15][CH2:16][CH:17]([C:18]#[N:19])[C:20]#[N:21])([F:22])[F:23].[H-:11].[Na+:12]>>[CH3:1][O:2][c:3]1[cH:4][c:5]([CH2:6][C:17]([CH2:16][CH2:15][C:14]([F:13])([F:22])[F:23])([C:18]#[N:19])[C:20]#[N:21])[cH:8][cH:9][cH:10]1. Starting materials: C(C#C)N1C(NC(C1=O)(C)C)=O (3-(2-propynyl)-5,5-dimethylhydantoin), IN1C(CCC1=O)=O (N-iodosuccinimide), CC(=O)C (acetone). Reagents/catalysts: [N+](=O)([O-])[O-].[Ag+] (silver nitrate). The solvent is O (water), C(Cl)(Cl)(Cl)Cl (CCl4). Conditions: time 2 hour. Product: IC#CCN1C(NC(C1=O)(C)C)=O (3-(3-iodo-2-propynyl)-5,5-dimethylhydantoin). RXN SMILES: [CH2:1]([N:4]1[C:8](=[O:9])[C:7]([CH3:11])([CH3:10])[NH:6][C:5]1=[O:12])[C:2]#[CH:3].[I:13]N1C(=O)CCC1=O.CC(C)=O>C(Cl)(Cl)(Cl)Cl.O.[N+]([O-])([O-])=O.[Ag+]>[I:13][C:3]#[C:2][CH2:1][N:4]1[C:8](=[O:9])[C:7]([CH3:10])([CH3:11])[NH:6][C:5]1=[O:12] |f:5.6|. Procedure details: To a stirred solution of 3-(2-propynyl)-5,5-dimethylhydantoin (1 g, 60 mmole) in CCl4 (20 mL) at room temperature was added N-iodosuccinimide (1.6 g, 7.1 mmole). Dry acetone was added until all materials were dissolved. To the above clear solution was added silver nitrate (0.1 g, 0.58 mmole) and the reaction mixture was stirred at room temperature for 2 hr. The mixture was diluted with water (60 mL) and was extracted with ethyl acetate (3×50 mL). The organic layer was washed with saturated sodiu... The reactants are [Si](Cl)(Cl)(Cl)Cl (silicon(IV) chloride), O (water), [N-]=[N+]=[N-].[Na+] (sodium azide), C(#N)C=1C(=C(SC1N1CCOCC1)C(=O)N)CC1=CC2=CC=CC=C2C=C1 (4-cyano-5-(morpholin-4-yl)-3-(2-naphthylmethyl)thiophene-2-carboxamide). Solvent: C(C)#N (acetonitrile), CCOC(=O)C (EtOAc). Conditions: time 20 minute. Yields the product N1(CCOCC1)C=1SC(=C(C1C#N)CC1=CC2=CC=CC=C2C=C1)C1=NN=NN1 (2-(morpholin-4-yl)-4-(2-naphthylmethyl)-5-(1H-tetrazol-5-yl)thiophene-3-carbonitrile). Yield: 20.9%. RXN SMILES: [N-:1]=[N+:2]=[N-:3].[Na+].[Si](Cl)(Cl)(Cl)Cl.[C:10]([C:12]1[C:13]([CH2:26][C:27]2[CH:36]=[CH:35][C:34]3[C:29](=[CH:30][CH:31]=[CH:32][CH:33]=3)[CH:28]=2)=[C:14]([C:23]([NH2:25])=O)[S:15][C:16]=1[N:17]1[CH2:22][CH2:21][O:20][CH2:19][CH2:18]1)#[N:11].O>C(#N)C.CCOC(C)=O>[N:17]1([C:16]2[S:15][C:14]([C:23]3[NH:25][N:3]=[N:2][N:1]=3)=[C:13]([CH2:26][C:27]3[CH:36]=[CH:35][C:34]4[C:29](=[CH:30][CH:31]=[CH:32][CH:33]=4)[CH:28]=3)[C:12]=2[C:10]#[N:11])[CH2:22][CH2:21][O:20][CH2:19][CH2:18]1 |f:0.1|. Procedure details: To a mixture of sodium azide (153 mg, 2.35 mmol) in acetonitrile (2.50 mL) in a 20 mL microwave tube was added silicon(IV) chloride (89.9 uL, 0.783 mmol). The mixture was stirred at rt under an atmosphere of Nitrogen for 20 min, then 4-cyano-5-(morpholin-4-yl)-3-(2-naphthylmethyl)thiophene-2-carboxamide (197 mg, 0.522 mmol) was added. The tube was sealed and the reaction was heated to 90° C. for 12 hrs. The mixture was cooled and distributed between water and EtOAc. The aqueous layer was extract... Starting materials: N(=[N+]=[N-])[C@@H]1CN(C[C@H]1O)C(=O)OC(C)(C)C (tert-butyl trans-3-azido-4-hydroxypyrrolidine-1-carboxylate), compound, Intermediate 11. The reagents and catalysts are [Pd] (palladium on carbon). Run in C(C)O (ethanol). Reaction conditions: time 40 hour. The product is N[C@@H]1CN(C[C@H]1O)C(=O)OC(C)(C)C (tert-Butyl trans-3-amino-4-hydroxypyrrolidine-1-carboxylate). As a reaction SMILES: [N:1]([C@H:4]1[C@H:8]([OH:9])[CH2:7][N:6]([C:10]([O:12][C:13]([CH3:16])([CH3:15])[CH3:14])=[O:11])[CH2:5]1)=[N+]=[N-]>C(O)C.[Pd]>[NH2:1][C@H:4]1[C@H:8]([OH:9])[CH2:7][N:6]([C:10]([O:12][C:13]([CH3:16])([CH3:15])[CH3:14])=[O:11])[CH2:5]1. Reported procedure: To 8.0 g (35 mmol) of tert-butyl trans-3-azido-4-hydroxypyrrolidine-1-carboxylate (the compound from Step A of Intermediate 11) in 117 mL of ethanol was added 500 mg of 10% palladium on carbon. The reaction mixture was purged with hydrogen gas and held under 1 atmosphere of hydrogen for 40 h. The mixture was filtered through a pad of Celite and the filter cake was successively washed with three portions of 100 mL of methanol. The combined filtrate and washings were concentrated and used without ... Starting materials: F[B-](F)(F)F, CCN(C(C)C)C(C)C, CC(=O)O, CCOC(C)=O, NCc1ccc(C(F)(F)F)cc1, CN(C)C=O, CN(C)C(On1nnc2ccccc21)=[N+](C)C. Yields the product CC(=O)NCc1ccc(C(F)(F)F)cc1. As a reaction SMILES: [B-:17]([F:18])([F:19])([F:20])[F:21].[CH2:39]([N:40]([CH:41]([CH3:42])[CH3:43])[CH:44]([CH3:45])[CH3:46])[CH3:47].[CH3:1][C:2]([OH:3])=[O:4].[CH3:53][CH2:54][O:55][C:56]([CH3:57])=[O:58].[F:5][C:6]([c:7]1[cH:8][cH:9][c:10]([CH2:13][NH2:14])[cH:11][cH:12]1)([F:15])[F:16].[O:48]=[CH:49][N:50]([CH3:51])[CH3:52].[n:22]1([O:23][C:24]([N:25]([CH3:26])[CH3:27])=[N+:28]([CH3:29])[CH3:30])[c:31]2[cH:32][cH:33][cH:34][cH:35][c:36]2[n:37][n:38]1>>[CH3:1][C:2](=[O:4])[NH:14][CH2:13][c:10]1[cH:9][cH:8][c:7]([C:6]([F:5])([F:15])[F:16])[cH:12][cH:11]1. Product: CC(C)Oc1cccc2[nH]c(C(=O)O)cc12. Reactants: C1CCOC1, COC(=O)c1cc2c(OC(C)C)cccc2[nH]1, [Li+], [OH-], O. As a reaction SMILES: [CH2:21]1[O:22][CH2:23][CH2:24][CH2:25]1.[CH3:1][O:2][C:3](=[O:4])[c:5]1[nH:6][c:7]2[cH:8][cH:9][cH:10][c:11]([O:14][CH:15]([CH3:16])[CH3:17])[c:12]2[cH:13]1.[Li+:19].[OH-:18].[OH2:20]>>[O:2]=[C:3]([OH:4])[c:5]1[nH:6][c:7]2[cH:8][cH:9][cH:10][c:11]([O:14][CH:15]([CH3:16])[CH3:17])[c:12]2[cH:13]1. Starting materials: CC(C)(C)OC(N[C@@H]1[C@@H](N(C1=O)C1=CC=C(C=C1)OC)CON1C(C2=CC=CC=C2C1=O)=O)=O ([cis-2-[[(1,3-dihydro-1,3-dioxo-2H-isoindol-2-yl)oxy]methyl]-1-(4-methoxyphenyl)-4-oxo-3-azetidinyl]carbamic acid 1,1-dimethylethyl ester), N1=CC=CC=C1 (pyridine), ClS(=O)(=O)CC(=O)OC (ClSO2CH2CO2CH3). Solvent: C(C)(=O)OCC (ethyl acetate), C1CCOC1 (THF). Conditions: temperature 0 celsius, time 1 hour. The product is COC(CS(=O)(=O)NOC[C@@H]1NC([C@@H]1NC(=O)OC(C)(C)C)=O)=O ([[[[cis-3-[[(1,1-dimethylethoxy)carbonyl]amino]-4-oxo-2-azetidinyl]methoxy]amino]sulfonyl]acetic acid methyl ester). The yield is 54.0%. As a reaction SMILES: [CH3:1][C:2]([O:5][C:6](=[O:34])[NH:7][C@H:8]1[C:11](=[O:12])[N:10](C2C=CC(OC)=CC=2)[C@H:9]1[CH2:21][O:22][N:23]1C(=O)C2C(=CC=CC=2)C1=O)([CH3:4])[CH3:3].N1C=CC=CC=1.Cl[S:42]([CH2:45][C:46]([O:48][CH3:49])=[O:47])(=[O:44])=[O:43]>C1COCC1.C(OCC)(=O)C>[CH3:49][O:48][C:46](=[O:47])[CH2:45][S:42]([NH:23][O:22][CH2:21][C@H:9]1[C@@H:8]([NH:7][C:6]([O:5][C:2]([CH3:1])([CH3:3])[CH3:4])=[O:34])[C:11](=[O:12])[NH:10]1)(=[O:44])=[O:43]. Reported procedure: To a solution of the oxyamine produced in Example 1 (495 mg, 2.1 mmol) in dry THF containing pyridine (1.1 eq.) was added ClSO2CH2CO2CH3 and the solution was stirred for 1 hour at 0° C. The reaction mixture was diluted with ethyl acetate and washed with 1N HCl, 5% sodium bicarbonate, brine and dried over anhydrous magnesium sulfate. The product was purified by flash chromatography (ethyl acetate-hexane, 1:2) to afford 426 mg (54%) of [[[[cis-3-[[(1,1-dimethylethoxy)carbonyl]amino]-4-oxo-2-azetid... Starting materials: OC(CN1CC1)C1=CC=CC=C1 (1-hydroxy-1-phenyl-2-ethyleniminoethane), N#CS (thiocyanic acid). Solvent: O1CCOCC1 (dioxan). Reaction conditions: time 1 hour. Product: [S-]C#N.N=C1SCCN1CC(C1=CC=CC=C1)O (2-Imino-3-(2'-hydroxy-2'-phenylethyl)thiazolidine thiocyanate). Isolated yield 96.0%. Reaction SMILES: [OH:1][CH:2]([C:7]1[CH:12]=[CH:11][CH:10]=[CH:9][CH:8]=1)[CH2:3][N:4]1[CH2:6][CH2:5]1.[N:13]#[C:14][SH:15]>O1CCOCC1>[S-:15][C:14]#[N:13].[NH:13]=[C:14]1[N:4]([CH2:3][CH:2]([OH:1])[C:7]2[CH:8]=[CH:9][CH:10]=[CH:11][CH:12]=2)[CH2:6][CH2:5][S:15]1 |f:3.4|. Procedure details: A solution of 1-hydroxy-1-phenyl-2-ethyleniminoethane (16.3 g) in dioxan (35 ml) was added dropwise and with stirring at 0° C to an aqueous solution of thiocyanic acid (200 ml of 1N solution). After the addition the mixture was stirred in the cold for 1 hour. It was then heated under reflux for 1 hour and the solution cooled. The desired compound crystallised in 96% yield, m.p. 160° C.